This data is from the Open Reaction Database (ORD), a public repository of structured organic reaction records. The task is: describe an organic reaction: reactants, conditions, products, and yield Reactants: CCOC(=O)c1sc(NC(c2ccccc2)(c2ccccc2)c2ccccc2)nc1C, CCOC(C)=O, CCO, [Na+], [OH-], O. The product is Cc1nc(NC(c2ccccc2)(c2ccccc2)c2ccccc2)sc1C(=O)O. Reaction SMILES: [CH2:1]([CH3:2])[O:3][C:4](=[O:5])[c:6]1[c:7]([CH3:31])[n:8][c:9]([NH:11][C:12]([c:13]2[cH:14][cH:15][cH:16][cH:17][cH:18]2)([c:19]2[cH:20][cH:21][cH:22][cH:23][cH:24]2)[c:25]2[cH:26][cH:27][cH:28][cH:29][cH:30]2)[s:10]1.[CH3:34][CH2:35][O:36][C:37](=[O:38])[CH3:39].[CH3:40][CH2:41][OH:42].[Na+:33].[OH-:32].[OH2:43]>>[O:3]=[C:4]([OH:5])[c:6]1[c:7]([CH3:31])[n:8][c:9]([NH:11][C:12]([c:13]2[cH:14][cH:15][cH:16][cH:17][cH:18]2)([c:19]2[cH:20][cH:21][cH:22][cH:23][cH:24]2)[c:25]2[cH:26][cH:27][cH:28][cH:29][cH:30]2)[s:10]1. Reactants: O (H2O), Cl.ClC1=CC=C(OCCCC2CC3=C(NC=N3)CC2)C=C1 (5-[3-(4-Chlorophenoxy)propyl]-4,5,6,7-tetrahydro-1H-benzimidazole Hydrochloride), C(C1=CC=CC=C1)O (benzylalcohol), [H-].[Na+] (sodium hydride). Solvent: CN(C)C=O (DMF), CN(C)C=O (DMF). Reaction conditions: temperature 50 celsius, time 2 day. The product is Cl.C(C1=CC=CC=C1)OCCC1CC2=C(NC=N2)CC1 (5-(2-Benzyloxyethyl)-4,5,6,7-tetrahydro-1H-benzimidazole Hydrochloride). Isolated yield 31.3%. RXN SMILES: [CH2:1]([OH:8])[C:2]1[CH:7]=[CH:6][CH:5]=[CH:4][CH:3]=1.[H-].[Na+].Cl.[Cl:12]C1C=CC(OC[CH2:19][CH2:20][CH:21]2[CH2:29][CH2:28][C:24]3[NH:25][CH:26]=[N:27][C:23]=3[CH2:22]2)=CC=1.O>CN(C=O)C>[ClH:12].[CH2:1]([O:8][CH2:19][CH2:20][CH:21]1[CH2:29][CH2:28][C:24]2[NH:25][CH:26]=[N:27][C:23]=2[CH2:22]1)[C:2]1[CH:7]=[CH:6][CH:5]=[CH:4][CH:3]=1 |f:1.2,3.4,7.8|. Procedure: A mixture of dry DMF (5 ml), benzylalcohol (216 mg, 2.0 mmol) and 60% sodium hydride (80 mg, 2.0 mmol) placed under an atmosphere of nitrogen was heated at 50° C. for 30 minutes. The mixture was allowed to cool to ambient temperature and methanesulfonic acid 2-(1(3)-triphenylmethyl-4,5,6,7-tetrahydro-1H-benzimidazol-5-yl)ethyl ester (0.5 g, 1.2 mmol, prepared as described in Example 34) dissolved in dry DMF (5 ml) was added and the reaction mixture was stirred for 2 days. The mixture was poured ... The reactants are FC1=CC=C(C=C1)N1C(C(C1C1=CC=C(C=C1)O)CCC(O)C1=CC=C(C=C1)F)=O (1-(4-fluorophenyl)-3-[3-(4-fluorophenyl)-3-hydroxypropyl]-4-(4-hydroxyphenyl)-azetidin-2-one), BrCC1=CC=C(C=C1)CBr (1,4-bisbromomethylbenzene), C([O-])([O-])=O.[K+].[K+] (potassium carbonate). The solvent is CN(C=O)C (dimethylformamide), C(C)(=O)OCC (ethyl acetate). Reaction conditions: time 90 minute. The product is BrCC1=CC=C(COC2=CC=C(C=C2)C2C(C(N2C2=CC=C(C=C2)F)=O)CCC(O)C2=CC=C(C=C2)F)C=C1 (4-[4-(4-Bromomethylbenzyloxy)phenyl]-1-(4-fluorophenyl)-3-[3-(4-fluorophenyl)-3-hydroxypropyl]azetidin-2-one). As a reaction SMILES: [F:1][C:2]1[CH:7]=[CH:6][C:5]([N:8]2[CH:11]([C:12]3[CH:17]=[CH:16][C:15]([OH:18])=[CH:14][CH:13]=3)[CH:10]([CH2:19][CH2:20][CH:21]([C:23]3[CH:28]=[CH:27][C:26]([F:29])=[CH:25][CH:24]=3)[OH:22])[C:9]2=[O:30])=[CH:4][CH:3]=1.[Br:31][CH2:32][C:33]1[CH:38]=[CH:37][C:36]([CH2:39]Br)=[CH:35][CH:34]=1.C(=O)([O-])[O-].[K+].[K+]>CN(C)C=O.C(OCC)(=O)C>[Br:31][CH2:32][C:33]1[CH:38]=[CH:37][C:36]([CH2:39][O:18][C:15]2[CH:14]=[CH:13][C:12]([CH:11]3[N:8]([C:5]4[CH:4]=[CH:3][C:2]([F:1])=[CH:7][CH:6]=4)[C:9](=[O:30])[CH:10]3[CH2:19][CH2:20][CH:21]([C:23]3[CH:24]=[CH:25][C:26]([F:29])=[CH:27][CH:28]=3)[OH:22])=[CH:17][CH:16]=2)=[CH:35][CH:34]=1 |f:2.3.4|. Procedure: 3.0 g of 1-(4-fluorophenyl)-3-[3-(4-fluorophenyl)-3-hydroxypropyl]-4-(4-hydroxyphenyl)-azetidin-2-one (11) 7.0 g of 1,4-bisbromomethylbenzene and 5.0 g of potassium carbonate were dissolved in 100 ml of dimethylformamide and stirred at room temperature for 90 min. After the reaction ended, the mixture was dissolved in ethyl acetate and extracted two times with water. The organic phase was dried over magnesium sulfate, filtered and concentrated under reduced pressure. The residue was purified by ... The reactants are [N+](=O)([O-])C1=CC=C(C=C1)CC(N)=S (2-(4-nitrophenyl)ethanethioamide), BrCC(C(=O)OCC)=O (ethyl bromopyruvate). Run in C(C)O (ethanol). Yields the product [N+](=O)([O-])C1=CC=C(CC=2SC=C(N2)C(=O)OCC)C=C1 (ethyl 2-(4-nitrobenzyl)-1,3-thiazole-4-carboxylate), crystals. Yield: 81.0%. Reaction SMILES: [N+:1]([C:4]1[CH:9]=[CH:8][C:7]([CH2:10][C:11](=[S:13])[NH2:12])=[CH:6][CH:5]=1)([O-:3])=[O:2].Br[CH2:15][C:16](=O)[C:17]([O:19][CH2:20][CH3:21])=[O:18]>C(O)C>[N+:1]([C:4]1[CH:5]=[CH:6][C:7]([CH2:10][C:11]2[S:13][CH:15]=[C:16]([C:17]([O:19][CH2:20][CH3:21])=[O:18])[N:12]=2)=[CH:8][CH:9]=1)([O-:3])=[O:2]. Procedure: A mixture of 2-(4-nitrophenyl)ethanethioamide (1.50 g), ethyl bromopyruvate (1.64 g) and ethanol (50 mL) was heated under reflux for 30 min. The reaction mixture was concentrated, and ethyl acetate was added to the residue. The mixture was washed successively with saturated aqueous sodium hydrogen carbonate and saturated brine, dried over anhydrous magnesium sulfate and concentrated. The residue was subjected to silica gel column chromatography, and ethyl 2-(4-nitrobenzyl)-1,3-thiazole-4-carboxy... Reactants: [N+](=O)([O-])C=1C=C2C=CN(C2=CC1)CC(=O)N[C@@H](CC(C)C)C(=O)OC (methyl N-[(5-nitro-1H-indol-1-yl)acetyl]-L-leucinate), C1(=CC=C(C=C1)S(=O)(=O)Cl)C1=CC=CC=C1 (biphenyl-4-sulfonyl chloride). Reaction SMILES: [N+:1]([C:4]1[CH:5]=[C:6]2[C:10](=[CH:11][CH:12]=1)[N:9]([CH2:13][C:14]([NH:16][C@H:17]([C:22]([O:24]C)=[O:23])[CH2:18][CH:19]([CH3:21])[CH3:20])=[O:15])[CH:8]=[CH:7]2)([O-])=O.[C:26]1([C:36]2[CH:41]=[CH:40][CH:39]=[CH:38][CH:37]=2)[CH:31]=[CH:30][C:29]([S:32](Cl)(=[O:34])=[O:33])=[CH:28][CH:27]=1>>[C:26]1([C:36]2[CH:41]=[CH:40][CH:39]=[CH:38][CH:37]=2)[CH:31]=[CH:30][C:29]([S:32]([NH:1][C:4]2[CH:12]=[C:11]3[C:10](=[CH:6][CH:5]=2)[N:9]([CH2:13][C:14]([NH:16][C@H:17]([C:22]([OH:24])=[O:23])[CH2:18][CH:19]([CH3:21])[CH3:20])=[O:15])[CH:8]=[CH:7]3)(=[O:34])=[O:33])=[CH:28][CH:27]=1. Procedure: The title compound was prepared from methyl N-[(5-nitro-1H-indol-1-yl)acetyl]-L-leucinate and biphenyl-4-sulfonyl chloride following the procedures of Example 10 Step 4 and Step 5: MS (ESI) m/z 520; MS (ESI) m/z 518. Product: C1(=CC=C(C=C1)S(=O)(=O)NC=1C=C2C=CN(C2=CC1)CC(=O)N[C@@H](CC(C)C)C(=O)O)C1=CC=CC=C1 (N-({5-[(1,1′-biphenyl-4-ylsulfonyl)amino]-1H-indol-1-yl}acetyl)-L-leucine). Reactants: NC1=NC=CC2=CC(=CC=C12)CNC(=O)[C@H]1N(CCC1)C([C@@H](CC1=CC=C(C=C1)C1=CC=CC=C1)NC(C)=O)=O (1-(2-(R)-Acetylamino-3-biphenyl-4yl-propionyl)-pyrrolidin-2-(S)-carboxylic acid (1-amino-isoquinolin-6-ylmethyl)-amide), C(C)NC(N[C@@H](C(=O)N1[C@@H](CCC1)C(=O)O)CC1=CC=C(C=C1)OC)=O (1-[2-(R)-(3-ethyl-ureido)-3-(4-methoxyphenyl)-propionyl]-pyrrolidin-2-(S)-carboxylic acid). Yields the product NC1=NC=CC2=CC(=CC=C12)CNC(=O)[C@H]1N(CCC1)C([C@@H](CC1=CC=C(C=C1)OC)NC(=O)NCC)=O (1-[2-(R)-(3-Ethyl-ureido)-3-(4-methoxy-phenyl)-propionyl]-pyrrolidin-2-(S)-carboxylic acid (1-amino-isoquinolin-6-ylmethyl)-amide). The yield is 69.0%. RXN SMILES: [NH2:1][C:2]1[C:11]2[C:6](=[CH:7][C:8]([CH2:12][NH:13]C([C@@H]3CCCN3C(=O)[C@H](NC(=O)C)CC3C=CC(C4C=CC=CC=4)=CC=3)=O)=[CH:9][CH:10]=2)[CH:5]=[CH:4][N:3]=1.[CH2:41]([NH:43][C:44](=[O:66])[NH:45][C@H:46]([CH2:57][C:58]1[CH:63]=[CH:62][C:61]([O:64][CH3:65])=[CH:60][CH:59]=1)[C:47]([N:49]1[CH2:53][CH2:52][CH2:51][C@H:50]1[C:54](O)=[O:55])=[O:48])[CH3:42]>>[NH2:1][C:2]1[C:11]2[C:6](=[CH:7][C:8]([CH2:12][NH:13][C:54]([C@@H:50]3[CH2:51][CH2:52][CH2:53][N:49]3[C:47](=[O:48])[C@H:46]([NH:45][C:44]([NH:43][CH2:41][CH3:42])=[O:66])[CH2:57][C:58]3[CH:59]=[CH:60][C:61]([O:64][CH3:65])=[CH:62][CH:63]=3)=[O:55])=[CH:9][CH:10]=2)[CH:5]=[CH:4][N:3]=1. Procedure: Using the procedure described for example 97f 0.190 g of 1-[2-(R)-(3-ethyl-ureido)-3-(4-methoxyphenyl)-propionyl]-pyrrolidin-2-(S)-carboxylic acid was converted into 0.180 g (69%) of the title compound, (+)-APCI-MS 519 (MH+). Starting materials: ONC(=N)C1=CC=C(C=C1)C=1OC2=C(C1)C=CC(=C2)C(=N)NO (2-(4-(N-Hydroxycarbamimidoyl)phenyl)-N-hydroxybenzofuran-6-carboxamidine), solid, Cl (HCl). The product is ONC(=N)C=1C=C(C=CC1)C=1OC2=C(C1)C=CC(=C2)C(=N)NO (2-(3-(N-Hydroxycarbamimidoyl)phenyl)-N-hydroxybenzofuran-6-carboxamidine). RXN SMILES: ONC([C:5]1[CH:10]=[CH:9][C:8]([C:11]2[O:12][C:13]3[CH:19]=[C:18]([C:20]([NH:22][OH:23])=[NH:21])[CH:17]=[CH:16][C:14]=3[CH:15]=2)=[CH:7][CH:6]=1)=N.Cl>>[OH:23][NH:22][C:20]([C:10]1[CH:9]=[C:8]([C:11]2[O:12][C:13]3[CH:19]=[C:18]([C:20]([NH:22][OH:23])=[NH:21])[CH:17]=[CH:16][C:14]=3[CH:15]=2)[CH:7]=[CH:6][CH:5]=1)=[NH:21]. Procedure details: 2-(4-(N-Hydroxycarbamimidoyl)phenyl)-N-hydroxybenzofuran-6-carboxamidine (181) White solid (0.78 g, 83%): mp 210° C. (dec) (aq HCl). 1H NMR (DMSO-d6) δ10.00-8.50 (br m, 6H), 8.19 (d, J=8.2 Hz, 2H), 8.15 (s, 1H), 7.95 (s, 1H), 7.94 (d, J=8.2 Hz, 2H), 7.88 (s, 1H), 7.69 (dd, J=8.2, 1.7 Hz, 1H). HPLC (method A) tR 4.33 min (100.0 area %). Anal. (C16H14N4O3.2HCl.1.2H2O) C, H, N, Cl. The reactants are [O-2].C[Si](O[V+2](O[Si](C)(C)C)O[Si](C)(C)C)(C)C (tris-(trimethyl siloxy)-vanadium oxide), BrC1=CC=C(C=C1)[Si](O)(C1=CC=C(C=C1)Br)C1=CC=C(C=C1)Br (tri-(p-bromophenyl)-silanol), C1(CCCCC1)O (cyclohexanol). Yields the product [O-2].BrC1=CC=C(C=C1)[Si](O[V+2](OC1CCCCC1)O[Si](C1=CC=C(C=C1)Br)(C1=CC=C(C=C1)Br)C1=CC=C(C=C1)Br)(C1=CC=C(C=C1)Br)C1=CC=C(C=C1)Br (bis-[tri-(p-bromophenyl)-siloxy]-cyclohexyloxy-vanadium oxide). As a reaction SMILES: [O-2].[CH3:2][Si:3]([CH3:17])([CH3:16])[O:4][V+2:5](O[Si](C)(C)C)[O:6][Si](C)(C)C.[Br:18][C:19]1[CH:24]=[CH:23][C:22]([Si:25]([C:34]2[CH:39]=[CH:38][C:37]([Br:40])=[CH:36][CH:35]=2)([C:27]2[CH:32]=[CH:31][C:30]([Br:33])=[CH:29][CH:28]=2)[OH:26])=[CH:21][CH:20]=1.[CH:41]1(O)[CH2:46][CH2:45][CH2:44][CH2:43][CH2:42]1>>[O-2:4].[Br:33][C:30]1[CH:31]=[CH:32][C:27]([Si:25]([C:34]2[CH:39]=[CH:38][C:37]([Br:40])=[CH:36][CH:35]=2)([C:22]2[CH:23]=[CH:24][C:19]([Br:18])=[CH:20][CH:21]=2)[O:26][V+2:5]([O:4][Si:3]([C:17]2[CH:21]=[CH:20][C:19]([Br:18])=[CH:24][CH:23]=2)([C:16]2[CH:32]=[CH:31][C:30]([Br:33])=[CH:29][CH:28]=2)[C:2]2[CH:35]=[CH:36][C:37]([Br:40])=[CH:38][CH:39]=2)[O:6][CH:41]2[CH2:46][CH2:45][CH2:44][CH2:43][CH2:42]2)=[CH:28][CH:29]=1 |f:0.1,4.5|. Procedure: tris-(trimethyl siloxy)-vanadium oxide is reacted with tri-(p-bromophenyl)-silanol and cyclohexanol in a mol ratio of 1:2:1 parts by volume to produce bis-[tri-(p-bromophenyl)-siloxy]-cyclohexyloxy-vanadium oxide [mol peak = 1184 ref. to79Br]; and Reactants: N#Cc1ccc(Br)cc1, CC1SC(NC(C)c2ccccc2C(F)(F)F)=NC1=O, Cc1ccccc1, O=C(C=Cc1ccccc1)C=Cc1ccccc1, O=C(C=Cc1ccccc1)C=Cc1ccccc1, O=C(C=Cc1ccccc1)C=Cc1ccccc1, [Pd], [Pd]. Product: CC(NC1=NC(=O)C(C)(c2ccc(C#N)cc2)S1)c1ccccc1C(F)(F)F. Reaction SMILES: [Br:21][c:22]1[cH:23][cH:24][c:25]([C:26]#[N:27])[cH:28][cH:29]1.[CH3:1][CH:2]1[C:3](=[O:20])[N:4]=[C:5]([NH:7][CH:8]([CH3:9])[c:10]2[c:11]([C:16]([F:17])([F:18])[F:19])[cH:12][cH:13][cH:14][cH:15]2)[S:6]1.[CH3:86][c:87]1[cH:88][cH:89][cH:90][cH:91][cH:92]1.[O:32]=[C:33]([CH:34]=[CH:35][c:36]1[cH:37][cH:38][cH:39][cH:40][cH:41]1)[CH:42]=[CH:43][c:44]1[cH:45][cH:46][cH:47][cH:48][cH:49]1.[O:50]=[C:51]([CH:52]=[CH:53][c:54]1[cH:55][cH:56][cH:57][cH:58][cH:59]1)[CH:60]=[CH:61][c:62]1[cH:63][cH:64][cH:65][cH:66][cH:67]1.[O:68]=[C:69]([CH:70]=[CH:71][c:72]1[cH:73][cH:74][cH:75][cH:76][cH:77]1)[CH:78]=[CH:79][c:80]1[cH:81][cH:82][cH:83][cH:84][cH:85]1.[Pd:30].[Pd:31]>>[CH3:1][C:2]1([c:22]2[cH:23][cH:24][c:25]([C:26]#[N:27])[cH:28][cH:29]2)[C:3](=[O:20])[N:4]=[C:5]([NH:7][CH:8]([CH3:9])[c:10]2[c:11]([C:16]([F:17])([F:18])[F:19])[cH:12][cH:13][cH:14][cH:15]2)[S:6]1. Reactants: CS(C)=O, NN, Cc1nc(Cl)c(F)c(NCc2csc(N)n2)n1, O. The product is Cc1nc(NN)c(F)c(NCc2csc(N)n2)n1. RXN SMILES: [CH3:21][S:22]([CH3:23])=[O:24].[NH2:19][NH2:20].[NH2:1][c:2]1[s:3][cH:4][c:5]([CH2:7][NH:8][c:9]2[n:10][c:11]([CH3:17])[n:12][c:13]([Cl:16])[c:14]2[F:15])[n:6]1.[OH2:18]>>[NH2:1][c:2]1[s:3][cH:4][c:5]([CH2:7][NH:8][c:9]2[n:10][c:11]([CH3:17])[n:12][c:13]([NH:19][NH2:20])[c:14]2[F:15])[n:6]1.